The task is: describe an organic reaction: reactants, conditions, products, and yield. This data is from the Open Reaction Database (ORD), a public repository of structured organic reaction records. The reactants are N1([C@H](C(=O)N[C@@H](CCCNC(N[N+](=O)[O-])=N)C(=O)NCC(=O)N)CCC1)C(=O)OC(C)(C)C (Boc-Pro-Arg(NO2)-Gly-NH2), Cl.CCOC(=O)C (HCl AcOEt), N([C@@H](COCC1=CC=CC=C1)C(=O)ON1C(=O)CCC1=O)C(=O)OC(C)(C)C (Boc-Ser(Bzl)-OSu). The solvent is CCN(CC)CC (Et3N). Product: N([C@@H](COCC1=CC=CC=C1)C(=O)N1[C@H](C(=O)N[C@@H](CCCNC(N[N+](=O)[O-])=N)C(=O)NCC(=O)N)CCC1)C(=O)OC(C)(C)C (Boc-Ser(Bzl)-Pro-Arg(NO2)-Gly-NH2). Reaction SMILES: [N:1]1([C:27]([O:29]C(C)(C)C)=O)[CH2:26][CH2:25][CH2:24][C@H:2]1[C:3]([NH:5][C@H:6]([C:17]([NH:19][CH2:20][C:21]([NH2:23])=[O:22])=[O:18])[CH2:7][CH2:8][CH2:9][NH:10][C:11](=[NH:16])[NH:12][N+:13]([O-:15])=[O:14])=[O:4].Cl.CCOC(C)=O.[NH:41]([C:62]([O:64][C:65]([CH3:68])([CH3:67])[CH3:66])=[O:63])[C@H:42](C(ON1C(=O)CCC1=O)=O)[CH2:43][O:44][CH2:45][C:46]1[CH:51]=[CH:50][CH:49]=[CH:48][CH:47]=1>CCN(CC)CC>[NH:41]([C:62]([O:64][C:65]([CH3:68])([CH3:67])[CH3:66])=[O:63])[C@H:42]([C:27]([N:1]1[CH2:26][CH2:25][CH2:24][C@H:2]1[C:3]([NH:5][C@H:6]([C:17]([NH:19][CH2:20][C:21]([NH2:23])=[O:22])=[O:18])[CH2:7][CH2:8][CH2:9][NH:10][C:11](=[NH:16])[NH:12][N+:13]([O-:15])=[O:14])=[O:4])=[O:29])[CH2:43][O:44][CH2:45][C:46]1[CH:47]=[CH:48][CH:49]=[CH:50][CH:51]=1 |f:1.2|. Reported procedure: The desired compound was prepared from 6.0 g of Boc-Pro-Arg(NO2)-Gly-NH2, 35 ml of 4 N HCl-AcOEt, 1.8 ml of Et3N and 5.1 g of Boc-Ser(Bzl)-OSu in the same manner as in Example 26-(4). Starting materials: OC(=O)CCSC1=C(C(=O)OC)C=CC(=C1)Cl (methyl 2-(2-hydroxycarbonyleth-1-yl)thio-4-chlorobenzoate), polyphosphoric acid. Run in O (water). Conditions: time 30 minute. Product: ClC1=C2C(CCSC2=C(C=C1)C(=O)OC)=O (Methyl 5-chloro-4-oxothiochromane-8-carboxylate). As a reaction SMILES: O[C:2]([CH2:4][CH2:5][S:6][C:7]1[CH:16]=[C:15]([Cl:17])[CH:14]=[CH:13][C:8]=1[C:9]([O:11][CH3:12])=[O:10])=[O:3]>O>[Cl:17][C:15]1[CH:14]=[CH:13][C:8]([C:9]([O:11][CH3:12])=[O:10])=[C:7]2[C:16]=1[C:2](=[O:3])[CH2:4][CH2:5][S:6]2. Reported procedure: At 70° C., 50 g (0.18 mol) of methyl 2-(2-hydroxycarbonyleth-1-yl)thio-4-chlorobenzoate were added to 500 g of polyphosphoric acid, and the mixture was stirred for a further 30 minutes. The reaction mixture was then stirred into water and the resulting precipitate was filtered off with suction and dried. This gave 41.1 g (88%) of methyl 5-chloro-4-oxothiochromane-8-carboxylate. Starting materials: [Li]CCCC, CCCCCC, C=CCC1CC(=O)N1C(C(=O)OC)=C(C)C, CCOC(C)=O, CC(C)NC1CCCCC1, Cl, C1CCOC1. Yields the product C=CCC1C(C)C(=O)N1C(C(=O)OC)=C(C)C. Reaction SMILES: [CH2:7]([Li:8])[CH2:9][CH2:10][CH3:11].[CH3:1][CH2:2][CH2:3][CH2:4][CH2:5][CH3:6].[CH3:22][C:23](=[C:24]([C:25](=[O:26])[O:27][CH3:28])[N:29]1[C:30](=[O:36])[CH2:31][CH:32]1[CH2:33][CH:34]=[CH2:35])[CH3:37].[CH3:44][CH2:45][O:46][C:47](=[O:48])[CH3:49].[CH:12]([NH:13][CH:14]1[CH2:15][CH2:16][CH2:17][CH2:18][CH2:19]1)([CH3:20])[CH3:21].[ClH:38].[O:39]1[CH2:40][CH2:41][CH2:42][CH2:43]1>>[CH3:1][CH:31]1[C:30](=[O:36])[N:29]([C:24](=[C:23]([CH3:22])[CH3:37])[C:25](=[O:26])[O:27][CH3:28])[CH:32]1[CH2:33][CH:34]=[CH2:35]. Reactants: COCCBr, O=[N+]([O-])c1ccc(Oc2ccnc3cc(-c4c[nH]cn4)sc23)c(F)c1, [H-], [Na+], CN(C)C=O. The product is COCCn1cnc(-c2cc3nccc(Oc4ccc([N+](=O)[O-])cc4F)c3s2)c1. RXN SMILES: [Br:28][CH2:29][CH2:30][O:31][CH3:32].[F:1][c:2]1[c:3]([O:4][c:5]2[c:6]3[c:7]([n:8][cH:9][cH:10]2)[cH:11][c:12](-[c:14]2[n:15][cH:16][nH:17][cH:18]2)[s:13]3)[cH:19][cH:20][c:21]([N+:23](=[O:24])[O-:25])[cH:22]1.[H-:27].[Na+:26].[O:33]=[CH:34][N:35]([CH3:36])[CH3:37]>>[F:1][c:2]1[c:3]([O:4][c:5]2[c:6]3[c:7]([n:8][cH:9][cH:10]2)[cH:11][c:12](-[c:14]2[n:15][cH:16][n:17]([CH2:29][CH2:30][O:31][CH3:32])[cH:18]2)[s:13]3)[cH:19][cH:20][c:21]([N+:23](=[O:24])[O-:25])[cH:22]1. Reactants: CC(=O)O, CC(=O)O[BH-](OC(C)=O)OC(C)=O, O=C([O-])O, ClC(Cl)Cl, ClCCl, CCOC(=O)C(C)(C)CCC(N)c1cc(F)cc(F)c1, [Na+], [Na+], O=Cc1cnc2cc3c(cc2c1)CC1(C3)C(=O)Nc2ncccc21. Yields the product CCOC(=O)C(C)(C)CCC(NCc1cnc2cc3c(cc2c1)CC1(C3)C(=O)Nc2ncccc21)c1cc(F)cc(F)c1. RXN SMILES: [C:45]([OH:46])(=[O:47])[CH3:48].[C:49]([O:50][BH-:51]([O:52][C:53](=[O:54])[CH3:55])[O:56][C:57](=[O:58])[CH3:59])(=[O:60])[CH3:61].[C:70](=[O:71])([OH:72])[O-:73].[CH:63]([Cl:64])([Cl:65])[Cl:66].[Cl:67][CH2:68][Cl:69].[NH2:1][CH:2]([CH2:3][CH2:4][C:5]([C:6](=[O:7])[O:8][CH2:9][CH3:10])([CH3:11])[CH3:12])[c:13]1[cH:14][c:15]([F:20])[cH:16][c:17]([F:19])[cH:18]1.[Na+:62].[Na+:74].[O:21]=[C:22]1[NH:23][c:24]2[n:25][cH:26][cH:27][cH:28][c:29]2[C:30]12[CH2:31][c:32]1[c:33]([cH:34][c:35]3[cH:36][c:37]([CH:42]=[O:43])[cH:38][n:39][c:40]3[cH:41]1)[CH2:44]2>>[NH:1]([CH:2]([CH2:3][CH2:4][C:5]([C:6](=[O:7])[O:8][CH2:9][CH3:10])([CH3:11])[CH3:12])[c:13]1[cH:14][c:15]([F:20])[cH:16][c:17]([F:19])[cH:18]1)[CH2:42][c:37]1[cH:36][c:35]2[cH:34][c:33]3[c:32]([cH:41][c:40]2[n:39][cH:38]1)[CH2:31][C:30]1([C:22](=[O:21])[NH:23][c:24]2[n:25][cH:26][cH:27][cH:28][c:29]21)[CH2:44]3. Reactants: ClC1=CC=C2NC=C(CCN)C2=C1 (5-chlorotryptamine), ClCC#N (chloroacetonitrile), 1,5-diaza[5,4,0]undec-5-ene. Run in O1CCCC1 (tetrahydrofuran). The product is ClC=1C=C2C(=CNC2=CC1)CCNCC#N (2-[[2-(5-chloro-1H-indol-3-yl)-ethyl]-amino]-acetonitrile). As a reaction SMILES: [Cl:1][C:2]1[CH:13]=[C:12]2[C:5]([NH:6][CH:7]=[C:8]2[CH2:9][CH2:10][NH2:11])=[CH:4][CH:3]=1.Cl[CH2:15][C:16]#[N:17]>O1CCCC1>[Cl:1][C:2]1[CH:13]=[C:12]2[C:5](=[CH:4][CH:3]=1)[NH:6][CH:7]=[C:8]2[CH2:9][CH2:10][NH:11][CH2:15][C:16]#[N:17]. Procedure: Using the procedure of Step A of Example 22, 21.4 g of 5-chlorotryptamine, 7.7 ml of chloroacetonitrile and 18.1 ml of 1,5-diaza[5,4,0]undec-5-ene in 210 ml of tetrahydrofuran were reacted to obtain 19.3 g of the expected product melting at 80° C. The reactants are Cl (hydrogen chloride), NC=1C=C(C=CC1)C=1N=CN(C1)C(=O)N(C)C1CCCCC1 (4-(3-aminophenyl)-N-cyclohexyl-N-methyl-1H-imidazole-1-carboxamide), N#CN (cyanamide). Run in C(C)O (ethanol). Product: Cl.C1(CCCCC1)N(C(=O)N1C=NC(=C1)C1=CC(=CC=C1)NC(=N)N)C (N-cyclohexyl-4-(3-guanidinophenyl)-N-methyl-1H-imidazole-1-carboxamide hydrochloride). Yield: 68.4%. RXN SMILES: [ClH:1].[NH2:2][C:3]1[CH:4]=[C:5]([C:9]2[N:10]=[CH:11][N:12]([C:14]([N:16]([CH:18]3[CH2:23][CH2:22][CH2:21][CH2:20][CH2:19]3)[CH3:17])=[O:15])[CH:13]=2)[CH:6]=[CH:7][CH:8]=1.[N:24]#[C:25][NH2:26]>C(O)C>[ClH:1].[CH:18]1([N:16]([CH3:17])[C:14]([N:12]2[CH:13]=[C:9]([C:5]3[CH:6]=[CH:7][CH:8]=[C:3]([NH:2][C:25]([NH2:26])=[NH:24])[CH:4]=3)[N:10]=[CH:11]2)=[O:15])[CH2:23][CH2:22][CH2:21][CH2:20][CH2:19]1 |f:4.5|. Procedure: Gaseous anhydrous hydrogen chloride (0.096 mL, 1.156 mmol) was added to a stirred suspension of 4-(3-aminophenyl)-N-cyclohexyl-N-methyl-1H-imidazole-1-carboxamide (0.345 g, 1.156 mmol) and cyanamide (0.135 mL, 1.734 mmol) in ethanol (1.2 mL) at room temperature. The clear solution was allowed to stir at reflux for 1 h and a colourless solid formed. The reaction mixture was allowed to stir at reflux for further 7 h, whereupon the mixture was allowed to cool. The solid was separated by filtration ...